Dataset: the Open Reaction Database (ORD), a public repository of structured organic reaction records. Task: describe an organic reaction: reactants, conditions, products, and yield The reactants are ClC1=C(C(=C(C(=C1O)Cl)Cl)Cl)Cl (pentachlorophenol), NCCC[Si](OCC)(OCC)OCC (3-aminopropyltriethoxysilane). Run in C(C)N(CC)CC (triethylamine), C(Cl)(Cl)Cl (chloroform). Run at time 10 minute. Yields the product NCCC[Si](OC1=C(C(=C(C(=C1Cl)Cl)Cl)Cl)Cl)(OCC)OCC (3-aminopropyldiethoxypentachlorophenoxysilane). RXN SMILES: [Cl:1][C:2]1[C:7]([OH:8])=[C:6]([Cl:9])[C:5]([Cl:10])=[C:4]([Cl:11])[C:3]=1[Cl:12].[NH2:13][CH2:14][CH2:15][CH2:16][Si:17](OCC)([O:21][CH2:22][CH3:23])[O:18][CH2:19][CH3:20]>C(Cl)(Cl)Cl.C(N(CC)CC)C>[NH2:13][CH2:14][CH2:15][CH2:16][Si:17]([O:21][CH2:22][CH3:23])([O:18][CH2:19][CH3:20])[O:8][C:7]1[C:2]([Cl:1])=[C:3]([Cl:12])[C:4]([Cl:11])=[C:5]([Cl:10])[C:6]=1[Cl:9]. Procedure: In a 250 ml three-necked flask equipped with magnetic stirrer, reflux condenser and dropping funnel, 26.6 g of pentachlorophenol is placed for dissolving in 70 ml of chloroform and 50 ml of triethylamine. Over a period of 10 minutes, 22.1 g of 3-aminopropyltriethoxysilane is added, drop by drop, with refluxing and stirring. After three hours of boiling and stirring, the clear solution is concentrated by distilling out the chloroform, the ethanol that is formed, and most of the triethylamine, and... Starting materials: ClC1=C(C(=O)N=C=O)C=C(C=C1)CNC(C(F)(F)F)=O (2-chloro-5-((2,2,2-trifluoroacetamido)methyl)benzoyl isocyanate), FC(C=1C=C(C=CC1)NNC(=O)OC(C)(C)C)(F)F (tert-butyl 2-[3-(trifluoromethyl)phenyl]hydrazinecarboxylate), FC(C(=O)O)(F)F (trifluoro acetic acid). The solvent is C(Cl)Cl (DCM). Yields the product ClC1=C(C=C(CNC(C(F)(F)F)=O)C=C1)C1=NN(C(N1)=O)C1=CC(=CC=C1)C(F)(F)F (N-(4-chloro-3-(1-(3-(trifluoromethyl)phenyl)-4,5-dihydro-5-oxo-1H-1,2,4-triazol-3-yl)benzyl)-2,2,2-trifluoroacetamide). Isolated yield 55.5%. Reaction SMILES: [Cl:1][C:2]1[CH:12]=[CH:11][C:10]([CH2:13][NH:14][C:15](=[O:20])[C:16]([F:19])([F:18])[F:17])=[CH:9][C:3]=1[C:4]([N:6]=[C:7]=[O:8])=O.[F:21][C:22]([F:39])([F:38])[C:23]1[CH:24]=[C:25]([NH:29][NH:30]C(OC(C)(C)C)=O)[CH:26]=[CH:27][CH:28]=1.FC(F)(F)C(O)=O>C(Cl)Cl>[Cl:1][C:2]1[CH:12]=[CH:11][C:10]([CH2:13][NH:14][C:15](=[O:20])[C:16]([F:19])([F:18])[F:17])=[CH:9][C:3]=1[C:4]1[NH:6][C:7](=[O:8])[N:29]([C:25]2[CH:26]=[CH:27][CH:28]=[C:23]([C:22]([F:21])([F:39])[F:38])[CH:24]=2)[N:30]=1. Procedure: The title compound was prepared according to the procedure described in Example-83 by using 2-chloro-5-((2,2,2-trifluoroacetamido)methyl)benzoyl isocyanate (step-3 of Intermediate-26, 0.500 g, 1.55 mmol), tert-butyl 2-[3-(trifluoromethyl)phenyl]hydrazinecarboxylate (0.428 g, 1.55 mmol), DCM (20 mL) and trifluoro acetic acid (5.0 mL) to afford 0.400 g of the desired product. Reactants: Br, O=C([O-])O, CCOC(C)=O, [Na+], O, OCc1ccc2c(Cl)ccnc2c1. The product is Clc1ccnc2cc(CBr)ccc12. Reaction SMILES: [BrH:14].[C:21](=[O:22])([OH:23])[O-:24].[CH3:15][CH2:16][O:17][C:18](=[O:19])[CH3:20].[Na+:25].[OH2:26].[OH:1][CH2:2][c:3]1[cH:4][cH:5][c:6]2[c:7]([Cl:13])[cH:8][cH:9][n:10][c:11]2[cH:12]1>>[CH2:2]([c:3]1[cH:4][cH:5][c:6]2[c:7]([Cl:13])[cH:8][cH:9][n:10][c:11]2[cH:12]1)[Br:14]. The reactants are NC(=O)C(C)(C)C1=CC=C(C=C1)C=1N=C(N(C1)C)C1=CC=C(C=C1)CCC(=O)OC (4-[4-(2-aminocarbonyl-2-propyl)-phenyl]-2-[4-(2-methoxycarbonyl-ethyl)-phenyl]-1-methyl-imidazole), FC(C(=O)OI(OC(C(F)(F)F)=O)C1=CC=CC=C1)(F)F ([bis(trifluoroacetoxy)iodo]benzene), C(C)#N.O (acetonitrile water). The product is NC(C)(C)C1=CC=C(C=C1)C=1N=C(N(C1)C)C1=CC=C(C=C1)CCC(=O)OC (4-[4-(2-Amino-2-propyl)-phenyl]-2-[4-(2-methoxycarbonyl-ethyl)-phenyl]-1-methyl-imidazole). Reaction SMILES: N[C:2]([C:4]([C:7]1[CH:12]=[CH:11][C:10]([C:13]2[N:14]=[C:15]([C:19]3[CH:24]=[CH:23][C:22]([CH2:25][CH2:26][C:27]([O:29][CH3:30])=[O:28])=[CH:21][CH:20]=3)[N:16]([CH3:18])[CH:17]=2)=[CH:9][CH:8]=1)(C)[CH3:5])=O.FC(F)(F)C(OI(C1C=CC=CC=1)OC(=O)C(F)(F)F)=O.C(#[N:54])C.O>>[NH2:54][C:4]([C:7]1[CH:12]=[CH:11][C:10]([C:13]2[N:14]=[C:15]([C:19]3[CH:24]=[CH:23][C:22]([CH2:25][CH2:26][C:27]([O:29][CH3:30])=[O:28])=[CH:21][CH:20]=3)[N:16]([CH3:18])[CH:17]=2)=[CH:9][CH:8]=1)([CH3:5])[CH3:2] |f:2.3|. Procedure details: Prepared from 4-[4-(2-aminocarbonyl-2-propyl)-phenyl]-2-[4-(2-methoxycarbonyl-ethyl)-phenyl]-1-methyl-imidazole by treating with [bis(trifluoroacetoxy)iodo]benzene in acetonitrile/water at ambient temperature. The reactants are O.[OH-].[Li+] (lithium hydroxide monohydrate), COC=1C=C(C(=O)OC)C=CC1CC1=CN(C2=CC=C(C=C12)C(NC[C@@H](CC(F)(F)F)C)=O)C (methyl (R)-3-methoxy-4-[1-methyl-5-(2-methyl-4,4,4-trifluorobutylcarbamoyl)indol-3-ylmethyl]benzoate). Run in O (water), CO (methanol). Product: COC=1C=C(C(=O)O)C=CC1CC1=CN(C2=CC=C(C=C12)C(NC[C@@H](CC(F)(F)F)C)=O)C ((R)-3-methoxy-4-[1-methyl-5-(2-methyl-4,4,4-trifluorobutylcarbamoyl)indol-3-ylmethyl]benzoic acid). Yield: 102.3%. Reaction SMILES: O.[OH-].[Li+].[CH3:4][O:5][C:6]1[CH:7]=[C:8]([CH:13]=[CH:14][C:15]=1[CH2:16][C:17]1[C:25]2[C:20](=[CH:21][CH:22]=[C:23]([C:26](=[O:36])[NH:27][CH2:28][C@H:29]([CH3:35])[CH2:30][C:31]([F:34])([F:33])[F:32])[CH:24]=2)[N:19]([CH3:37])[CH:18]=1)[C:9]([O:11]C)=[O:10]>O.CO>[CH3:4][O:5][C:6]1[CH:7]=[C:8]([CH:13]=[CH:14][C:15]=1[CH2:16][C:17]1[C:25]2[C:20](=[CH:21][CH:22]=[C:23]([C:26](=[O:36])[NH:27][CH2:28][C@H:29]([CH3:35])[CH2:30][C:31]([F:33])([F:32])[F:34])[CH:24]=2)[N:19]([CH3:37])[CH:18]=1)[C:9]([OH:11])=[O:10] |f:0.1.2|. Reported procedure: A solution of lithium hydroxide monohydrate (7.68 g) in water (50 mL) was added to a stirred solution of methyl (R)-3-methoxy-4-[1-methyl-5-(2-methyl-4,4,4-trifluorobutylcarbamoyl)indol-3-ylmethyl]benzoate (14.38 g) in methanol (120 mL) and distilled tetrahydrofuran (120 mL) under an inert atmosphere. After 18 h the solvent was evaporated, the residue was dissolved in water (250 mL) and distilled tetrahydrofuran (23 mL), acidified to pH 1 by addition of concentrated hydrochloric acid, and dilute... Reactants: CC(=O)O, ClCCl, O=Cc1cccc(C(F)(F)F)c1, CC(C)CC(C(=O)NC1CCC2CNCC21)N1CCCS1(=O)=O. The product is CC(C)CC(C(=O)NC1CCC2CN(Cc3cccc(C(F)(F)F)c3)CC21)N1CCCS1(=O)=O. Reaction SMILES: [CH3:36][C:37](=[O:38])[OH:39].[Cl:40][CH2:41][Cl:42].[F:24][C:25]([c:26]1[cH:27][c:28]([CH:29]=[O:30])[cH:31][cH:32][cH:33]1)([F:34])[F:35].[O:1]=[S:2]1(=[O:23])[N:3]([CH:7]([C:8](=[O:9])[NH:10][CH:11]2[CH2:12][CH2:13][CH:14]3[CH2:15][NH:16][CH2:17][CH:18]23)[CH2:19][CH:20]([CH3:21])[CH3:22])[CH2:4][CH2:5][CH2:6]1>>[O:1]=[S:2]1(=[O:23])[N:3]([CH:7]([C:8](=[O:9])[NH:10][CH:11]2[CH2:12][CH2:13][CH:14]3[CH2:15][N:16]([CH2:29][c:28]4[cH:27][c:26]([C:25]([F:24])([F:34])[F:35])[cH:33][cH:32][cH:31]4)[CH2:17][CH:18]23)[CH2:19][CH:20]([CH3:21])[CH3:22])[CH2:4][CH2:5][CH2:6]1. Reactants: Cc1cccc(C(=O)N(N)C(C)(C)C)c1, ClCCl, O=C=NS(=O)(=O)c1ccc(Cl)cc1. Product: Cc1cccc(C(=O)N(NC(=O)NS(=O)(=O)c2ccc(Cl)cc2)C(C)(C)C)c1. Reaction SMILES: [C:1]([CH3:2])([CH3:3])([CH3:4])[N:5]([NH2:6])[C:7](=[O:8])[c:9]1[cH:10][c:11]([CH3:15])[cH:12][cH:13][cH:14]1.[CH2:29]([Cl:30])[Cl:31].[Cl:16][c:17]1[cH:18][cH:19][c:20]([S:23](=[O:24])(=[O:25])[N:26]=[C:27]=[O:28])[cH:21][cH:22]1>>[C:1]([CH3:2])([CH3:3])([CH3:4])[N:5]([NH:6][C:27]([NH:26][S:23]([c:20]1[cH:19][cH:18][c:17]([Cl:16])[cH:22][cH:21]1)(=[O:24])=[O:25])=[O:28])[C:7](=[O:8])[c:9]1[cH:10][c:11]([CH3:15])[cH:12][cH:13][cH:14]1.